Task: describe an organic reaction: reactants, conditions, products, and yield. Dataset: the Open Reaction Database (ORD), a public repository of structured organic reaction records The reactants are [BH4-].[Na+] (sodium borohydride), COC(=O)C=1SC=CC1C(C)I (3-(1-iodoethyl)-2-thiophenecarboxylic acid methyl ester), Cl (hydrochloric acid). Run in CS(=O)C (dimethylsulfoxide). Reaction conditions: time 1 hour. Yields the product COC(=O)C=1SC=CC1CC (3-ethyl-2-thiophenecarboxylic acid methyl ester). RXN SMILES: [CH3:1][O:2][C:3]([C:5]1[S:6][CH:7]=[CH:8][C:9]=1[CH:10](I)[CH3:11])=[O:4].[BH4-].[Na+].Cl>CS(C)=O>[CH3:1][O:2][C:3]([C:5]1[S:6][CH:7]=[CH:8][C:9]=1[CH2:10][CH3:11])=[O:4] |f:1.2|. Reported procedure: 3-Acetyl-2-thiophenecarboxylic acid methyl ester (3.87 g) synthesized in this manner was dissolved in methanol (50 ml), and sodium borohydride (0.95 g) was added under ice-cooling. The mixture was stirred at room temperature for 1 hour, and 1N hydrochloric acid (50 ml) was added. The mixture was extracted with ethyl acetate, and the extract was dried over anhydrous magnesium sulfate and concentrated under reduced pressure to give 3-(1-hydroxyethyl)-2-thiophenecarboxylic acid methyl ester (3.77 g... Reactants: ClC1=C(C=CC(=C1)[N+](=O)[O-])NN (2-chloro-4-nitrophenylhydrazine), C(C)N(C(C)C)C(C)C (ethyldiisopropylamine), C(C(C)(C)C)(=O)Cl (pivaloyl chloride). Solvent: O1CCCC1 (tetrahydrofuran). Conditions: temperature 0 celsius. The product is ClC1=C(C=CC(=C1)[N+](=O)[O-])NNC(C(C)(C)C)=O (Pivalic acid 2-(2-chloro-4-nitrophenyl)hydrazide). Yield: 89.9%. As a reaction SMILES: [Cl:1][C:2]1[CH:7]=[C:6]([N+:8]([O-:10])=[O:9])[CH:5]=[CH:4][C:3]=1[NH:11][NH2:12].C(N(C(C)C)C(C)C)C.[C:22](Cl)(=[O:27])[C:23]([CH3:26])([CH3:25])[CH3:24]>O1CCCC1>[Cl:1][C:2]1[CH:7]=[C:6]([N+:8]([O-:10])=[O:9])[CH:5]=[CH:4][C:3]=1[NH:11][NH:12][C:22](=[O:27])[C:23]([CH3:26])([CH3:25])[CH3:24]. Reported procedure: To a stirred and chilled (0° C.) solution containing 25 g (0.133 mol) of 2-chloro-4-nitrophenylhydrazine and 18.06 g (0.14 mol) of ethyldiisopropylamine in 200 ml of tetrahydrofuran was added dropwise 16.75 g (0.139 mol) of pivaloyl chloride. The reaction mixture was briefly heated to reflux and then concentrated under reduced pressure. The residue was treated with water, filtered and dried to give 32.5 g (90% yield) of the desired product as a yellowish solid; m.p. 123° C. Reported procedure: A mixture of 27.6 g of 4,6,7,8-tetrahydro-1-methyl-5(1H)-cycloheptapyrazolone and 100 ml of N,N-dimethylformamide dimethyl acetal was heated at reflux for 1.5 hours. The solvent was then removed under reduced pressure and the residue was flash chromatographed (10% methanol in dichloromethane) to give 4-(dimethylaminomethylene)-4,6,7,8-tetrahydro-1-methyl-5(1H)-cycloheptapyrazolone. Product: CN(C)C=C1C(CCCC2=C1C=NN2C)=O (4-(dimethylaminomethylene)-4,6,7,8-tetrahydro-1-methyl-5(1H)-cycloheptapyrazolone). Starting materials: CN1N=CC2=C1CCCC(C2)=O (4,6,7,8-tetrahydro-1-methyl-5(1H)-cycloheptapyrazolone), COC(N(C)C)OC (N,N-dimethylformamide dimethyl acetal). RXN SMILES: [CH3:1][N:2]1[C:6]2[CH2:7][CH2:8][CH2:9][C:10](=[O:12])[CH2:11][C:5]=2[CH:4]=[N:3]1.CO[CH:15](OC)[N:16]([CH3:18])[CH3:17]>>[CH3:15][N:16]([CH:18]=[C:11]1[C:5]2[CH:4]=[N:3][N:2]([CH3:1])[C:6]=2[CH2:7][CH2:8][CH2:9][C:10]1=[O:12])[CH3:17]. Reactants: O=C([O-])[O-], CN(C)C=O, CC(O)CCl, [K+], [K+], [K], CC(=O)Nc1cc([N+](=O)[O-])ccc1O, O. Yields the product CC(=O)Nc1cc([N+](=O)[O-])ccc1OCC(C)O. Reaction SMILES: [C:21](=[O:22])([O-:23])[O-:24].[CH3:28][N:29]([CH3:30])[CH:31]=[O:32].[Cl:16][CH2:17][CH:18]([CH3:19])[OH:20].[K+:25].[K+:26].[K:1].[N+:2](=[O:3])([O-:4])[c:5]1[cH:6][c:7]([NH:12][C:13]([CH3:14])=[O:15])[c:8]([OH:11])[cH:9][cH:10]1.[OH2:27]>>[N+:2](=[O:3])([O-:4])[c:5]1[cH:6][c:7]([NH:12][C:13]([CH3:14])=[O:15])[c:8]([O:11][CH2:17][CH:18]([CH3:19])[OH:20])[cH:9][cH:10]1. The reactants are C(=C)OCCON (O-(2-Vinyloxy-ethyl)-hydroxylamine), N-N-diisopropylethylamine, CCN=C=NCCCN(C)C (EDCI), C=1C=CC2=C(C1)N=NN2O (HOBt), COC(=O)C1=C(C=2N(C=C1)C=NC2)NC2=C(C=C(C=C2)I)F (8-(2-fluoro-4-iodo-phenylamino)-imidazo[1,5-a]pyridine-7-carboxylic acid methyl ester), aqueous solution, [OH-].[Na+] (sodium hydroxide). Run in C(C)(=O)OCC (ethyl acetate), IMS. Run at temperature 65 celsius, time 18 hour. The product is C(=C)OCCONC(=O)C1=C(C=2N(C=C1)C=NC2)NC2=C(C=C(C=C2)I)F (8-(2-Fluoro-4-iodo-phenylamino)-imidazo[1,5-a]pyridine-7-carboxylic acid (2-vinyloxy-ethoxy)-amide). Isolated yield 63.9%. Reaction SMILES: CO[C:3]([C:5]1[CH:10]=[CH:9][N:8]2[CH:11]=[N:12][CH:13]=[C:7]2[C:6]=1[NH:14][C:15]1[CH:20]=[CH:19][C:18]([I:21])=[CH:17][C:16]=1[F:22])=[O:4].[OH-].[Na+].[CH:25]([O:27][CH2:28][CH2:29][O:30][NH2:31])=[CH2:26].CCN=C=NCCCN(C)C.C1C=CC2N(O)N=NC=2C=1>C(OCC)(=O)C>[CH:25]([O:27][CH2:28][CH2:29][O:30][NH:31][C:3]([C:5]1[CH:10]=[CH:9][N:8]2[CH:11]=[N:12][CH:13]=[C:7]2[C:6]=1[NH:14][C:15]1[CH:20]=[CH:19][C:18]([I:21])=[CH:17][C:16]=1[F:22])=[O:4])=[CH2:26] |f:1.2|. Reported procedure: To a solution of 8-(2-fluoro-4-iodo-phenylamino)-imidazo[1,5-a]pyridine-7-carboxylic acid methyl ester (200 mg, 0.49 mmol) in IMS (10 mL) was added a 1.0 M aqueous solution of sodium hydroxide (1.0 mL, 1.0 mmol). The reaction mixture was heated at 65° C. for 2 hours and then cooled to room temperature and concentrated in vacuo. The resulting residue was azeotroped with toluene, and then suspended in THF (10 mL). O-(2-Vinyloxy-ethyl)-hydroxylamine (103 mg, 1.0 mmol), N-N-diisopropylethylamine (0....